This data is from the Open Reaction Database (ORD), a public repository of structured organic reaction records. The task is: describe an organic reaction: reactants, conditions, products, and yield Starting materials: C(C)P([O-])(=O)CCC1=CC(=C(C=C1)[N+](=O)[O-])OC (ethyl(3-methoxy-4-nitrobenzyl)methylphosphinate), C(C)P([O-])(=O)CCC1=CC(=C(C=C1)[N+](=O)[O-])OC (ethyl(3-methoxy-4-nitrobenzyl)methylphosphinate). The solvent is Cl (HCl). The product is COC=1C=C(CCP(O)=O)C=CC1[N+](=O)[O-] ((3-Methoxy-4-nitrobenzyl)methylphosphinic acid). Isolated yield 102.0%. As a reaction SMILES: C([P:3]([CH2:6][CH2:7][C:8]1[CH:13]=[CH:12][C:11]([N+:14]([O-:16])=[O:15])=[C:10]([O:17][CH3:18])[CH:9]=1)(=[O:5])[O-:4])C>Cl>[CH3:18][O:17][C:10]1[CH:9]=[C:8]([CH:13]=[CH:12][C:11]=1[N+:14]([O-:16])=[O:15])[CH2:7][CH2:6][PH:3](=[O:4])[OH:5]. Procedure: A solution of ethyl(3-methoxy-4-nitrobenzyl)methylphosphinate (Compound 216D, 0.500 g, 1.83 mmol) in 37% HCl (5.00 mL) was stirred at 100° C. for 6 hours. The reaction mixture was concentrated under reduced pressure to yield the desired product as a yellow foam, 457.2 mg (102% yield). This material was used in successive reactions without any further purification. 1H NMR (CDCl3, 400 MHz): δ=1.41 (d, J=13.89 Hz, 3H), 3.13 (d, J=16.42 Hz, 2H), 3.97 (s, 3H), 6.89 (d, J=8.08 Hz, 1H), 7.02 (s, 1H), 7...